describe an organic reaction: reactants, conditions, products, and yield From a dataset of the Open Reaction Database (ORD), a public repository of structured organic reaction records. Starting materials: COC(=O)CN(c1c(Cl)c(Cl)cc2nc(OC)c(OC)nc12)S(C)(=O)=O, Cl, [Na+], C1COCCO1, [OH-]. The product is COc1nc2cc(Cl)c(Cl)c(N(CC(=O)O)S(C)(=O)=O)c2nc1OC. RXN SMILES: [Cl:1][c:2]1[c:3]([N:17]([S:18](=[O:19])(=[O:20])[CH3:21])[CH2:22][C:23](=[O:24])[O:25][CH3:26])[c:4]2[n:5][c:6]([O:15][CH3:16])[c:7]([O:13][CH3:14])[n:8][c:9]2[cH:10][c:11]1[Cl:12].[ClH:29].[Na+:28].[O:30]1[CH2:31][CH2:32][O:33][CH2:34][CH2:35]1.[OH-:27]>>[Cl:1][c:2]1[c:3]([N:17]([S:18](=[O:19])(=[O:20])[CH3:21])[CH2:22][C:23](=[O:24])[OH:25])[c:4]2[n:5][c:6]([O:15][CH3:16])[c:7]([O:13][CH3:14])[n:8][c:9]2[cH:10][c:11]1[Cl:12]. The reactants are [Br-], BrC[P+](c1ccccc1)(c1ccccc1)c1ccccc1, CC(C)(C)[O-], CC(C)(C)c1cc(C=O)cc(C(C)(C)C)c1, [K+], C1CCOC1, O. The product is C#Cc1cc(C(C)(C)C)cc(C(C)(C)C)c1. RXN SMILES: [Br-:7].[Br:8][CH2:9][P+:10]([c:11]1[cH:12][cH:13][cH:14][cH:15][cH:16]1)([c:17]1[cH:18][cH:19][cH:20][cH:21][cH:22]1)[c:23]1[cH:24][cH:25][cH:26][cH:27][cH:28]1.[C:1]([O-:2])([CH3:3])([CH3:4])[CH3:5].[C:29]([CH3:30])([CH3:31])([CH3:32])[c:33]1[cH:34][c:35]([CH:36]=[O:37])[cH:38][c:39]([C:41]([CH3:42])([CH3:43])[CH3:44])[cH:40]1.[K+:6].[O:46]1[CH2:47][CH2:48][CH2:49][CH2:50]1.[OH2:45]>>[CH:1]#[C:36][c:35]1[cH:34][c:33]([C:29]([CH3:30])([CH3:31])[CH3:32])[cH:40][c:39]([C:41]([CH3:42])([CH3:43])[CH3:44])[cH:38]1. Reactants: Cc1ccc2c(c1)C(=O)C(=O)N2, CCO, CC(=O)O, NNc1cc(N2CCOCC2)nc(OCCN2CCOCC2)n1. The product is Cc1ccc2c(c1)C(=NNc1cc(N3CCOCC3)nc(OCCN3CCOCC3)n1)C(=O)N2. RXN SMILES: [CH3:24][c:25]1[cH:26][c:27]2[c:31]([cH:32][cH:33]1)[NH:30][C:29](=[O:34])[C:28]2=[O:35].[CH3:36][CH2:37][OH:38].[CH3:39][C:40](=[O:41])[OH:42].[NH:1]([NH2:2])[c:3]1[n:4][c:5]([O:15][CH2:16][CH2:17][N:18]2[CH2:19][CH2:20][O:21][CH2:22][CH2:23]2)[n:6][c:7]([N:9]2[CH2:10][CH2:11][O:12][CH2:13][CH2:14]2)[cH:8]1>>[NH:1]([N:2]=[C:28]1[c:27]2[cH:26][c:25]([CH3:24])[cH:33][cH:32][c:31]2[NH:30][C:29]1=[O:34])[c:3]1[n:4][c:5]([O:15][CH2:16][CH2:17][N:18]2[CH2:19][CH2:20][O:21][CH2:22][CH2:23]2)[n:6][c:7]([N:9]2[CH2:10][CH2:11][O:12][CH2:13][CH2:14]2)[cH:8]1. Yields the product O=C(O)C1CNc2cc(C(F)(F)F)ccc2O1. Reactants: CCOC(=O)C1CNc2cc(C(F)(F)F)ccc2O1, C1COCCO1, O=C(Cl)OCc1ccccc1, Cl, [Na+], [OH-], O. RXN SMILES: [CH2:1]([CH3:2])[O:3][C:4](=[O:5])[CH:6]1[O:7][c:8]2[c:9]([cH:12][c:13]([C:16]([F:17])([F:18])[F:19])[cH:14][cH:15]2)[NH:10][CH2:11]1.[CH2:34]1[O:35][CH2:36][CH2:37][O:38][CH2:39]1.[Cl:22][C:23]([O:24][CH2:25][c:26]1[cH:27][cH:28][cH:29][cH:30][cH:31]1)=[O:32].[ClH:33].[Na+:21].[OH-:20].[OH2:40]>>[O:3]=[C:4]([OH:5])[CH:6]1[O:7][c:8]2[c:9]([cH:12][c:13]([C:16]([F:17])([F:18])[F:19])[cH:14][cH:15]2)[NH:10][CH2:11]1. Starting materials: C(C1=CC=CC=C1)N1CCC(CC1)N1N=C(C(C=C1)=O)C1=CC=NN1C1=CC=CC=C1 (1-(1-benzylpiperidin-4-yl)-3-(1-phenyl-1H-pyrazol-5-yl)pyridazin-4(1H)-one). Reagents/catalysts: [OH-].[OH-].[Pd+2] (palladium hydroxide on carbon). The solvent is CO (methanol). Reaction conditions: temperature 50 celsius, time 4 hour. Yields the product C1(=CC=CC=C1)N1N=CC=C1C1=NN(C=CC1=O)C1CCNCC1 (3-(1-phenyl-1H-pyrazol-5-yl)-1-piperidin-4-ylpyridazin-4(1H)-one). The yield is 36.9%. RXN SMILES: C([N:8]1[CH2:13][CH2:12][CH:11]([N:14]2[CH:19]=[CH:18][C:17](=[O:20])[C:16]([C:21]3[N:25]([C:26]4[CH:31]=[CH:30][CH:29]=[CH:28][CH:27]=4)[N:24]=[CH:23][CH:22]=3)=[N:15]2)[CH2:10][CH2:9]1)C1C=CC=CC=1>CO.[OH-].[OH-].[Pd+2]>[C:26]1([N:25]2[C:21]([C:16]3[C:17](=[O:20])[CH:18]=[CH:19][N:14]([CH:11]4[CH2:12][CH2:13][NH:8][CH2:9][CH2:10]4)[N:15]=3)=[CH:22][CH:23]=[N:24]2)[CH:27]=[CH:28][CH:29]=[CH:30][CH:31]=1 |f:2.3.4|. Procedure details: To a solution of 1-(1-benzylpiperidin-4-yl)-3-(1-phenyl-1H-pyrazol-5-yl)pyridazin-4(1H)-one (2.6 g) in methanol (30 mL) was added palladium hydroxide on carbon (10% wet, 0.30 g). The reaction mixture was stirred at 50° C. for 4 hr under a hydrogen atmosphere. The reaction mixture was filtered through celite, the filtrate was concentrated under reduced pressure, and the obtained crystals were recrystallized from methanol/ethyl acetate to give the title compound (0.75 g). Yields the product COC=1C=C2C=NNC(C2=CC1)=O (6-Methoxy-2H-phthalazin-1-one). The yield is 72.8%. Procedure: A solution of 2-(4,4-dimethyl-4,5-dihydro-oxazol-2-yl)-5-methoxy-benzaldehyde (2 g, 8.58 mmoles), prepared as described in example 2, in 30 ml of a mixture of water (5 ml), ethanol (50 ml) and concentrated H2SO4 (4 ml) up to 100 ml with ethanol, was stirred under reflux for 20 hours, then concentrated to small volume, taken up in water, extracted with ethyl ether and the organic phase was washed with water, anhydrified and brought to dryness. The resultant oil was dissolved in acetic acid (14 ml... Conditions: time 4 hour. As a reaction SMILES: CC1(C)C[O:5][C:4]([C:7]2[CH:14]=[CH:13][C:12]([O:15][CH3:16])=[CH:11][C:8]=2[CH:9]=O)=[N:3]1.OS(O)(=O)=O.O.[NH2:24]N.C([O-])(O)=O.[Na+]>C(O)(=O)C.O.C(O)C>[CH3:16][O:15][C:12]1[CH:11]=[C:8]2[C:7](=[CH:14][CH:13]=1)[C:4](=[O:5])[NH:3][N:24]=[CH:9]2 |f:2.3,4.5|. The solvent is mixture, C(C)O (ethanol), O (water), C(C)O (ethanol), O (water), C(C)(=O)O (acetic acid). The reactants are CC1(N=C(OC1)C1=C(C=O)C=C(C=C1)OC)C (2-(4,4-dimethyl-4,5-dihydro-oxazol-2-yl)-5-methoxy-benzaldehyde), C(=O)(O)[O-].[Na+] (NaHCO3), OS(=O)(=O)O (H2SO4), O.NN (hydrazine monohydrate). Reactants: COC1=CC(=CC=2CC(OC21)(C)C)C=2C(C(N(N2)C2CCNCC2)=O)(C)C (5-(7-methoxy-2,2-dimethyl-2,3-dihydro-1-benzofuran-5-yl)-4,4-dimethyl-2-(piperidin-4-yl)-2,4-dihydro-3H-pyrazol-3-one), CC=1C=C(C=CC1)S(=O)(=O)Cl (3-methylbenzenesulfonyl chloride). Yields the product COC1=CC(=CC=2CC(OC21)(C)C)C=2C(C(N(N2)C2CCN(CC2)S(=O)(=O)C2=CC(=CC=C2)C)=O)(C)C (5-(7-Methoxy-2,2-dimethyl-2,3-dihydro-1-benzofuran-5-yl)-4,4-dimethyl-2-{1-[(3-methylphenyl)sulfonyl]piperidin-4-yl}-2,4-dihydro-3H-pyrazol-3-one). As a reaction SMILES: [CH3:1][O:2][C:3]1[C:11]2[O:10][C:9]([CH3:13])([CH3:12])[CH2:8][C:7]=2[CH:6]=[C:5]([C:14]2[C:15]([CH3:27])([CH3:26])[C:16](=[O:25])[N:17]([CH:19]3[CH2:24][CH2:23][NH:22][CH2:21][CH2:20]3)[N:18]=2)[CH:4]=1.[CH3:28][C:29]1[CH:30]=[C:31]([S:35](Cl)(=[O:37])=[O:36])[CH:32]=[CH:33][CH:34]=1>>[CH3:1][O:2][C:3]1[C:11]2[O:10][C:9]([CH3:13])([CH3:12])[CH2:8][C:7]=2[CH:6]=[C:5]([C:14]2[C:15]([CH3:27])([CH3:26])[C:16](=[O:25])[N:17]([CH:19]3[CH2:24][CH2:23][N:22]([S:35]([C:31]4[CH:32]=[CH:33][CH:34]=[C:29]([CH3:28])[CH:30]=4)(=[O:37])=[O:36])[CH2:21][CH2:20]3)[N:18]=2)[CH:4]=1. Procedure details: The title compound is prepared analogously as described for GP1 using 5-(7-methoxy-2,2-dimethyl-2,3-dihydro-1-benzofuran-5-yl)-4,4-dimethyl-2-(piperidin-4-yl)-2,4-dihydro-3H-pyrazol-3-one (compound B12) and 3-methylbenzenesulfonyl chloride as starting compounds. The crude product is purified by chromatography (amino phase silica gel and DCM) and crystallization of the product containing fractions from DCM and diethyl ether to yield the title compound.